This data is from the Open Reaction Database (ORD), a public repository of structured organic reaction records. The task is: describe an organic reaction: reactants, conditions, products, and yield Reactants: COc1ccc(Br)nc1, COC(=O)c1ccc(B(O)O)cc1. Product: COC(=O)c1ccc(-c2ccc(OC)cn2)cc1. RXN SMILES: [Br:14][c:15]1[n:16][cH:17][c:18]([O:21][CH3:22])[cH:19][cH:20]1.[CH3:1][O:2][C:3](=[O:4])[c:5]1[cH:6][cH:7][c:8]([B:11]([OH:12])[OH:13])[cH:9][cH:10]1>>[CH3:1][O:2][C:3](=[O:4])[c:5]1[cH:6][cH:7][c:8](-[c:15]2[n:16][cH:17][c:18]([O:21][CH3:22])[cH:19][cH:20]2)[cH:9][cH:10]1. The reactants are ClC1=CC=C(C=C1)C(N1CC(C1)=CS(=O)(=O)CC=1C=C(C(=O)O)C=CC1)C1=CC=C(C=C1)Cl (3-({1-[bis(4-chlorophenyl)methyl]azetidin-3-ylidene}methanesulfonylmethyl)benzoic acid), resin, C(C(C)C)N (isobutylamine). Product: ClC1=CC=C(C=C1)C(N1CC(C1)=CS(=O)(=O)CC=1C=C(C(=O)NCC(C)C)C=CC1)C1=CC=C(C=C1)Cl (3-({1-[bis(4-chlorophenyl)methyl]azetidin-3-ylidene}methanesulfonylmethyl)-N-isobutylbenzamide). RXN SMILES: [Cl:1][C:2]1[CH:7]=[CH:6][C:5]([CH:8]([C:27]2[CH:32]=[CH:31][C:30]([Cl:33])=[CH:29][CH:28]=2)[N:9]2[CH2:12][C:11](=[CH:13][S:14]([CH2:17][C:18]3[CH:19]=[C:20]([CH:24]=[CH:25][CH:26]=3)[C:21](O)=[O:22])(=[O:16])=[O:15])[CH2:10]2)=[CH:4][CH:3]=1.[CH2:34]([NH2:38])[CH:35]([CH3:37])[CH3:36]>>[Cl:1][C:2]1[CH:3]=[CH:4][C:5]([CH:8]([C:27]2[CH:28]=[CH:29][C:30]([Cl:33])=[CH:31][CH:32]=2)[N:9]2[CH2:12][C:11](=[CH:13][S:14]([CH2:17][C:18]3[CH:19]=[C:20]([CH:24]=[CH:25][CH:26]=3)[C:21]([NH:38][CH2:34][CH:35]([CH3:37])[CH3:36])=[O:22])(=[O:16])=[O:15])[CH2:10]2)=[CH:6][CH:7]=1. Reported procedure: The operation is carried out under the conditions described in Example 124 starting with 150 mg of activated 3-({1-[bis(4-chlorophenyl)methyl]azetidin-3-ylidene}methanesulfonylmethyl)benzoic acid on TFP resin (165 μM) and 0.0265 cm3 of isobutylamine. 46 mg of 3-({1-[bis(4-chlorophenyl)methyl]azetidin-3-ylidene}methanesulfonylmethyl)-N-isobutylbenzamide are thus obtained in the form of a white powder [1H NMR spectrum (400 MHz, (CD3)2SO-d6, δ in ppm): 0.89 (d, J=7 Hz, 6H), 1.85 (mt, 1H), 2.98 (s, ... Reactants: O=C([O-])O, C1COCCO1, CCc1nc[nH]c1C(=O)O, CCO, Cl, [Na+], O. Yields the product CCc1nc[nH]c1CO, Cl. RXN SMILES: [C:11](=[O:12])([OH:13])[O-:14].[CH2:18]1[O:19][CH2:20][CH2:21][O:22][CH2:23]1.[CH2:1]([CH3:2])[c:3]1[n:4][cH:5][nH:6][c:7]1[C:8](=[O:9])[OH:10].[CH3:24][CH2:25][OH:26].[ClH:16].[Na+:15].[OH2:17]>>[CH2:1]([CH3:2])[c:3]1[n:4][cH:5][nH:6][c:7]1[CH2:8][OH:9].[ClH:16]. The reactants are N(=NC(=O)OCC)C(=O)OCC (Diethyl azodicarboxylate), OC=1C=C(C=C(C1)C)OS(=O)(=O)C1=C(C=CC=C1)Cl (2-chlorobenzenesulfonic acid 3-hydroxy-5-methylphenyl ester), C1(=CC=CC=C1)P(C1=CC=CC=C1)C1=CC=CC=C1 (triphenylphosphine), O(C(C)(C)C)C(=O)N1CCC(CC1)CO (N-tert-butoxylcarbonyl-4-piperidinemethanol). Run in O1CCCC1 (tetrahydrofuran). Reaction conditions: temperature 0 celsius, time 3 hour. The product is C(C)(C)(C)OC(=O)N1CCC(CC1)COC=1C=C(C=C(C1)C)OS(=O)(=O)C1=C(C=CC=C1)Cl (2-Chlorobenzenesulfonic Acid 3-[[N-(tert-butoxycarbonyl)piperidin-4-yl]methoxy]-5-methylphenyl Ester). Yield: 90.2%. RXN SMILES: N(C(OCC)=O)=NC(OCC)=O.[OH:13][C:14]1[CH:15]=[C:16]([O:21][S:22]([C:25]2[CH:30]=[CH:29][CH:28]=[CH:27][C:26]=2[Cl:31])(=[O:24])=[O:23])[CH:17]=[C:18]([CH3:20])[CH:19]=1.[O:32]([C:37]([N:39]1[CH2:44][CH2:43][CH:42]([CH2:45]O)[CH2:41][CH2:40]1)=[O:38])[C:33]([CH3:36])([CH3:35])[CH3:34].C1(P(C2C=CC=CC=2)C2C=CC=CC=2)C=CC=CC=1>O1CCCC1>[C:33]([O:32][C:37]([N:39]1[CH2:44][CH2:43][CH:42]([CH2:45][O:13][C:14]2[CH:15]=[C:16]([O:21][S:22]([C:25]3[CH:30]=[CH:29][CH:28]=[CH:27][C:26]=3[Cl:31])(=[O:24])=[O:23])[CH:17]=[C:18]([CH3:20])[CH:19]=2)[CH2:41][CH2:40]1)=[O:38])([CH3:36])([CH3:34])[CH3:35]. Reported procedure: Diethyl azodicarboxylate (349 mg, 2.0 mmol) was added to a solution of 2-chlorobenzenesulfonic acid 3-hydroxy-5-methylphenyl ester (600 mg, 2.0 mmol), as prepared in the preceding step, N-tert-butoxylcarbonyl-4-piperidinemethanol (430 mg, 2.0 mmol), as prepared in step (b), and triphenylphosphine (525 mg, 2.0 mmol) in tetrahydrofuran (15 mL) at 0° C. The reaction mixture was stirred at 0° C. for 2 h and at room temperature for 3 h. The reaction mixture was quenched with water (50 mL) and was ext...